describe an organic reaction: reactants, conditions, products, and yield From a dataset of the Open Reaction Database (ORD), a public repository of structured organic reaction records. Starting materials: C=CC#N, Oc1ccc(F)cc1, [OH-]. The product is N#CCCOc1ccc(F)cc1. As a reaction SMILES: [CH2:9]=[CH:10][C:11]#[N:12].[F:1][c:2]1[cH:3][cH:4][c:5]([OH:8])[cH:6][cH:7]1.[OH-:13]>>[F:1][c:2]1[cH:3][cH:4][c:5]([O:8][CH2:9][CH2:10][C:11]#[N:12])[cH:6][cH:7]1. Starting materials: ClC(COC(=O)N1CC=CCC1)(Cl)Cl (1-(β,β,β-trichloroethoxycarbonyl)-1,2,5,6-tetrahydropyridine), ClC1=CC(=CC=C1)C(=O)OO (m-chloroperbenzoic acid). Run in C(Cl)Cl (methylene chloride). Conditions: time 15 hour. The product is O1C2CN(CCC21)C(=O)OCC(Cl)(Cl)Cl (3,4-epoxy-1-(β,β,β-trichloroethoxycarbonyl)-piperidine). Reaction SMILES: [Cl:1][C:2]([Cl:14])([Cl:13])[CH2:3][O:4][C:5]([N:7]1[CH2:12][CH2:11][CH:10]=[CH:9][CH2:8]1)=[O:6].ClC1C=CC=C(C(OO)=[O:23])C=1>C(Cl)Cl>[O:23]1[CH:10]2[CH:9]1[CH2:8][N:7]([C:5]([O:4][CH2:3][C:2]([Cl:1])([Cl:13])[Cl:14])=[O:6])[CH2:12][CH2:11]2. Procedure details: 100 g (0.38 mol) of 1-(β,β,β-trichloroethoxycarbonyl)-1,2,5,6-tetrahydropyridine are dissolved in 1,200 ml of methylene chloride and the solution is treated with 157 g (0.77 mol) of 85% strength m-chloroperbenzoic acid in portions. The slightly exothermic reaction is kept at room temperature by means of a water bath. After the addition has ended (which takes about 2 hours), the reaction mixture, in which a white suspension forms, is stirred for a further 15 hours at room temperature. The m-chlor... Starting materials: N[C@H]1CN(CC1)C1=CC=C(C=C1)NC1=NC=C(C(=N1)C1=CN=C(N1C(C)C)C)F (N-{4-[(3R)-3-Aminopyrrolidin-1-yl]phenyl}-5-fluoro-4-(1-isopropyl-2-methyl-1H-imidazol-5-yl)pyrimidin-2-amine), C([C@@H](O)C)(=O)O (L—lactic acid). The product is FC=1C(=NC(=NC1)NC1=CC=C(C=C1)N1C[C@@H](CC1)NC([C@H](C)O)=O)C1=CN=C(N1C(C)C)C ((2S)-N-[(3R)-1-(4-{[5-Fluoro-4-(1-isopropyl-2-methyl-1H-imidazol-5-yl)pyrimidin-2-yl]amino}phenyl)pyrrolidin-3-yl]-2-hydroxypropanamide). RXN SMILES: [NH2:1][C@@H:2]1[CH2:6][CH2:5][N:4]([C:7]2[CH:12]=[CH:11][C:10]([NH:13][C:14]3[N:19]=[C:18]([C:20]4[N:24]([CH:25]([CH3:27])[CH3:26])[C:23]([CH3:28])=[N:22][CH:21]=4)[C:17]([F:29])=[CH:16][N:15]=3)=[CH:9][CH:8]=2)[CH2:3]1.[C:30](O)(=[O:34])[C@H:31]([CH3:33])[OH:32]>>[F:29][C:17]1[C:18]([C:20]2[N:24]([CH:25]([CH3:26])[CH3:27])[C:23]([CH3:28])=[N:22][CH:21]=2)=[N:19][C:14]([NH:13][C:10]2[CH:9]=[CH:8][C:7]([N:4]3[CH2:5][CH2:6][C@@H:2]([NH:1][C:30](=[O:34])[C@@H:31]([OH:32])[CH3:33])[CH2:3]3)=[CH:12][CH:11]=2)=[N:15][CH:16]=1. Procedure details: The title compound was prepared (15 mg, 6%), was prepared using a procedure analogous to Example 154 starting from N-{4-[(3R)-3-aminopyrrolidin-1-yl]phenyl}-5-fluoro-4-(1-isopropyl-2-methyl-1H-imidazol-5-yl)pyrimidin-2-amine (Example 156; 220 mg, 0.556 mmol) and L—lactic acid (61 mg, 0.667 mmol). NMR: 1.20 (d, 3H), 1.36 (d, 6H), 1.89-2.01 (m, 1H), 2.14-2.22 (m, 1H), 2.43 (s, 3H), 3.02-3.10 (m, 1H), 3.14-3.48 (m, 3H), 3.92-4.03 (m, 1H), 4.34-4.46 (m, 1H), 5.35 (d, 2H), 5.41-5.53 (m, 1H), 6.49 (d,...